Dataset: the Open Reaction Database (ORD), a public repository of structured organic reaction records. Task: describe an organic reaction: reactants, conditions, products, and yield Reactants: CC(C(=O)O)c1ccc(-c2ccccc2)c(F)c1, [K+], [OH-], O, OCCO. The product is CC(C(=O)O)c1ccc(-c2ccccc2)c(O)c1. As a reaction SMILES: [F:1][c:2]1[c:3](-[c:13]2[cH:14][cH:15][cH:16][cH:17][cH:18]2)[cH:4][cH:5][c:6]([CH:8]([C:9](=[O:10])[OH:11])[CH3:12])[cH:7]1.[K+:24].[OH-:23].[OH2:25].[OH:19][CH2:20][CH2:21][OH:22]>>[c:2]1([OH:19])[c:3](-[c:13]2[cH:14][cH:15][cH:16][cH:17][cH:18]2)[cH:4][cH:5][c:6]([CH:8]([C:9](=[O:10])[OH:11])[CH3:12])[cH:7]1. Reactants: C(CC(O)(C(=O)O)CC(=O)O)(=O)O (citric acid), C(C)N(CCCCCOC1=CC=C(C=C1)\C(=C(/Cl)\C1=CC=CC=C1)\C1=CC=CC=C1)CC ((Z)-1-[4-(5-diethylaminopentoxy)phenyl]-1,2-diphenyl-2-chloro-ethylene), C(CC(O)(C(=O)O)CC(=O)O)(=O)O (citric acid). The solvent is C(C)(C)O (isopropanol), C(C)(C)O (isopropanol). Conditions: temperature -20 celsius, time 18 hour. The product is C(CC(O)(C(=O)O)CC(=O)O)(=O)O.C(C)N(CCCCCOC1=CC=C(C=C1)\C(=C(/Cl)\C1=CC=CC=C1)\C1=CC=CC=C1)CC ((Z)-1-[4-(5-Diethylaminopentoxy)phenyl]-1,2-diphenyl-2-chloro-ethylene citrate salt). Reaction SMILES: [C:1]([OH:13])(=[O:12])[CH2:2][C:3]([CH2:8][C:9]([OH:11])=[O:10])([C:5]([OH:7])=[O:6])[OH:4].[CH2:14]([N:16]([CH2:44][CH3:45])[CH2:17][CH2:18][CH2:19][CH2:20][CH2:21][O:22][C:23]1[CH:28]=[CH:27][C:26](/[C:29](/[C:38]2[CH:43]=[CH:42][CH:41]=[CH:40][CH:39]=2)=[C:30](/[C:32]2[CH:37]=[CH:36][CH:35]=[CH:34][CH:33]=2)\[Cl:31])=[CH:25][CH:24]=1)[CH3:15]>C(O)(C)C>[C:1]([OH:13])(=[O:12])[CH2:2][C:3]([CH2:8][C:9]([OH:11])=[O:10])([C:5]([OH:7])=[O:6])[OH:4].[CH2:44]([N:16]([CH2:14][CH3:15])[CH2:17][CH2:18][CH2:19][CH2:20][CH2:21][O:22][C:23]1[CH:28]=[CH:27][C:26](/[C:29](/[C:38]2[CH:43]=[CH:42][CH:41]=[CH:40][CH:39]=2)=[C:30](/[C:32]2[CH:37]=[CH:36][CH:35]=[CH:34][CH:33]=2)\[Cl:31])=[CH:25][CH:24]=1)[CH3:45] |f:3.4|. Procedure details: Combine citric acid (192.13 mg, 1.21 mmol) and isopropanol (3 mL) and heat until the solid dissolves. Combine (Z)-1-[4-(5-diethylaminopentoxy)phenyl]-1,2-diphenyl-2-chloro-ethylene (543.2 mg, 1.21 mmol) and warm isopropanol (3 mL) and add with stirring to the citric acid solution prepared above. Filter while still warm and then cool in a freezer at -20° C. until crystals begin to form and then allow to stand at ambient temperature for 18 hours. Filter to give the title compound as a solid: mp; 1...